Dataset: the Open Reaction Database (ORD), a public repository of structured organic reaction records. Task: describe an organic reaction: reactants, conditions, products, and yield Starting materials: S(=O)(Cl)Cl (thionyl chloride), C(C)(=O)OC1=C(C=C(C(=O)O)C=C1)F (4-acetoxy-3-fluorobenzoic acid), S(=O)(Cl)Cl (thionyl chloride). The reagents and catalysts are CN(C=O)C (N,N-dimethylformamide). The solvent is C1=CC=CC=C1 (benzene). Product: C(C)(=O)OC1=C(C=C(C(=O)Cl)C=C1)F (4-acetoxy-3-fluorobenzoyl chloride). Reaction SMILES: S(Cl)([Cl:3])=O.[C:5]([O:8][C:9]1[CH:17]=[CH:16][C:12]([C:13](O)=[O:14])=[CH:11][C:10]=1[F:18])(=[O:7])[CH3:6]>CN(C)C=O.C1C=CC=CC=1>[C:5]([O:8][C:9]1[CH:17]=[CH:16][C:12]([C:13]([Cl:3])=[O:14])=[CH:11][C:10]=1[F:18])(=[O:7])[CH3:6]. Reported procedure: 2.90 ml of thionyl chloride was added to 2.50 g (12.6 mM) of 4-acetoxy-3-fluorobenzoic acid. Under stirring at room temperature, two drops of N,N-dimethylformamide (DMF) was added thereto, followed by refluxing for 40 minutes. After the reaction, dry benzene was added to the reaction mixture, followed by two times of distilling-off of excessive thionyl chloride under reduced pressure to obtain 4-acetoxy-3-fluorobenzoyl chloride. Starting materials: C(C1=CC=CC=C1)OC(=O)N[C@H](CC1=CC=CC=C1)C(=O)O (benzyloxycarbonyl-D-phenylalanine), ClC1=C(C=C(C(=C1)Cl)Cl)O (2,4,5-trichlorophenol), C1(CCCCC1)N=C=NC1CCCCC1 (dicyclohexylcarbodiimide). Run in O1CCCC1 (tetrahydrofuran). Reaction conditions: time 6 hour. Yields the product ClC1=C(C=C(C(=C1)Cl)Cl)OC([C@H](NC(=O)OCC1=CC=CC=C1)CC1=CC=CC=C1)=O (Benzyloxycarbonyl-D-phenylalanine 2,4,5-trichlorophenyl ester). RXN SMILES: [CH2:1]([O:8][C:9]([NH:11][C@@H:12]([C:20]([OH:22])=[O:21])[CH2:13][C:14]1[CH:19]=[CH:18][CH:17]=[CH:16][CH:15]=1)=[O:10])[C:2]1[CH:7]=[CH:6][CH:5]=[CH:4][CH:3]=1.[Cl:23][C:24]1[CH:29]=[C:28]([Cl:30])[C:27]([Cl:31])=[CH:26][C:25]=1O.C1(N=C=NC2CCCCC2)CCCCC1>O1CCCC1>[Cl:23][C:24]1[CH:29]=[C:28]([Cl:30])[C:27]([Cl:31])=[CH:26][C:25]=1[O:21][C:20](=[O:22])[C@@H:12]([CH2:13][C:14]1[CH:19]=[CH:18][CH:17]=[CH:16][CH:15]=1)[NH:11][C:9]([O:8][CH2:1][C:2]1[CH:3]=[CH:4][CH:5]=[CH:6][CH:7]=1)=[O:10]. Procedure details: 60.0 g (0.2 mole) of benzyloxycarbonyl-D-phenylalanine [H. Yajima and K. Kubo: J. Am. Chem. Soc. 87, 2039-2044 (1965)] and 39.4 g (0.2 mole) of 2,4,5-trichlorophenol are dissolved in 200 ml of tetrahydrofuran, the solution is cooled to 5° to 10° C., then at stirring 41.2 g (0.2 mole) of dicyclohexylcarbodiimide are added in about 30 minutes. The reaction mixture is stirred for 6 hours without refrigeration. The precipitated dicyclohexylurea is filtered, washed three times with 50 ml of tetrahydr... Starting materials: S(O)(O)(=O)=O (sulfuric acid), O1CC1 (oxirane), [Mg] (magnesium), ClCC=1C=C(C=CC1)C(F)(F)F (3-(chloromethyl)benzotrifluoride). Solvent: C(C)OCC (diethyl ether), C(C)OCC (diethyl ether). Conditions: time 1 hour. The product is FC(C=1C=C(C=CC1)CCCO)(F)F (3-(3-trifluoromethylphenyl)propan-1-ol). Isolated yield 73.1%. As a reaction SMILES: [O:1]1[CH2:3][CH2:2]1.[Mg].Cl[CH2:6][C:7]1[CH:8]=[C:9]([C:13]([F:16])([F:15])[F:14])[CH:10]=[CH:11][CH:12]=1.S(=O)(=O)(O)O>C(OCC)C>[F:14][C:13]([F:15])([F:16])[C:9]1[CH:8]=[C:7]([CH2:6][CH2:3][CH2:2][OH:1])[CH:12]=[CH:11][CH:10]=1. Procedure details: A solution of 57 g of oxirane in 120 ml of diethyl ether is added dropwise, at 0° to 10° C., to a Grignard solution prepared from 14.8 g of magnesium and 100 g of 3-(chloromethyl)benzotrifluoride in 450 ml of diethyl ether. The mixture is subsequently stirred at room temperature for 1 hour and 300 ml of 10% strength sulfuric acid are then added, while cooling with ice. The organic phase is collected and extracted twice more with diethyl ether and the combined organic phases are dried over magnes... Starting materials: CC=1C=C(C#N)C=CC1C(F)(F)F (3-methyl-4-trifluoromethyl-benzonitrile), [OH-].[Na+] (NaOH), O1CCOCC1 (dioxane), Cl (HCl). Solvent: CC(C)(C)OC (TBME). Conditions: temperature 23 celsius. The product is CC=1C=C(C(=O)O)C=CC1C(F)(F)F (3-Methyl-4-trifluoromethyl-benzoic acid). Reaction SMILES: [CH3:1][C:2]1[CH:3]=C([CH:7]=[CH:8][C:9]=1[C:10]([F:13])([F:12])[F:11])C#N.[OH-:14].[Na+].Cl.[O:17]1[CH2:22][CH2:21]OCC1>CC(OC)(C)C>[CH3:1][C:2]1[CH:3]=[C:21]([CH:7]=[CH:8][C:9]=1[C:10]([F:13])([F:12])[F:11])[C:22]([OH:17])=[O:14] |f:1.2|. Reported procedure: A mixture of 3-methyl-4-trifluoromethyl-benzonitrile from step 5 (16.25 g, 88 mmol) and 3 N NaOH (88 mL, 264 mmol) in dioxane (90 mL) was refluxed for 18 h. The mixture was cooled to 23° C., diluted with TBME, acidified with 1 N HCl to pH 1 and extracted twice with TBME. The combined organic layers were washed with brine, dried over MgSO4. Removal of the solvent in vacuum left the title compound as an off white solid (14.46 g, 81%), which was used without further purification. MS (ISN) 203.1 [M−...